Dataset: the Open Reaction Database (ORD), a public repository of structured organic reaction records. Task: describe an organic reaction: reactants, conditions, products, and yield Starting materials: Cl[Sn]Cl (SnCl2), C1=C(C=CC2=CC=CC=C12)N (2-naphthylamine), N(=O)[O-].[Na+] (NaNO2). Run in Cl (HCl), H2O ice, O (H2O), H2O ice. Product: Cl.C1=C(C=CC2=CC=CC=C12)NN (2-naphthylhydrazine hydrochloride). Yield: 63.4%. RXN SMILES: [N:1]([O-])=O.[Na+].[CH:5]1[C:14]2[C:9](=[CH:10][CH:11]=[CH:12][CH:13]=2)[CH:8]=[CH:7][C:6]=1[NH2:15].[Cl:16][Sn]Cl>O.Cl>[ClH:16].[CH:5]1[C:14]2[C:9](=[CH:10][CH:11]=[CH:12][CH:13]=2)[CH:8]=[CH:7][C:6]=1[NH:15][NH2:1] |f:0.1,6.7|. Procedure: NaNO2 (578 mg, 8.38 mmol) in H2O (1.2 mL) was slowly added (2 min of addition) over a suspension of 2-naphthylamine (800 mg, 5.59 mmol) in HCl ac. 6.0 M (6 mL) cooled in a H2O-ice bath. The resulting solution was stirred in H2O-ice bath for 1 h, and SnCl2 (3.71 g, 19.56 mol) was added slowly (5 min of addition). The resulting suspension was stirred in H2O-ice bath for 3.5 h, and then filtered. The solid was successively washed with H2O at 0° C. (4×8 mL), with H2O at rt (1×8 mL), with Et2O at 0° ... Reactants: COC(=O)C=1NC2=CC=C(C=C2C1)S(=O)(=O)C (5-methanesulfonyl-1H-indole-2-carboxylic acid methyl ester), [Li+].[OH-] (LiOH), C(C)(=O)O (Acetic acid). The solvent is C1CCOC1 (THF), O (water). Run at time 2 hour. The product is CS(=O)(=O)C=1C=C2C=C(NC2=CC1)C(=O)O (5-Methanesulfonyl-1H-indole-2-carboxylic acid). The yield is 23.8%. As a reaction SMILES: C[O:2][C:3]([C:5]1[NH:6][C:7]2[C:12]([CH:13]=1)=[CH:11][C:10]([S:14]([CH3:17])(=[O:16])=[O:15])=[CH:9][CH:8]=2)=[O:4].[Li+].[OH-].C(O)(=O)C>C1COCC1.O>[CH3:17][S:14]([C:10]1[CH:11]=[C:12]2[C:7](=[CH:8][CH:9]=1)[NH:6][C:5]([C:3]([OH:4])=[O:2])=[CH:13]2)(=[O:16])=[O:15] |f:1.2|. Procedure details: To a solution of the 5-methanesulfonyl-1H-indole-2-carboxylic acid methyl ester (0.49 g) in THF (12 mL) and water (4 ml) was added LiOH (0.098 g). The reaction mixture was left to stir for 2 hours. Acetic acid was added and the product extracted with dichloromethane. The organic extracts were combined, dried with magnesium sulfate, filtered and the filtrate evaporated to give the title compound as a solid (0.110 g). Starting materials: C(C1=CC=CC=C1)(=O)O[C@H]1[C@@H](O[C@@H]([C@H]1OC(C1=CC=CC=C1)=O)COC(C1=CC=CC=C1)=O)N1C=NC=2C(NCC(C3=CC=CC=C3)C3=CC=CC=C3)=NC(=NC12)Cl (2-Chloro-N-(2,2diphenylethyl)-adenosine 2',3',5'-tribenzoate), C([O-])([O-])=O.[K+].[K+] (potassium carbonate), Cl (hydrochloric acid). The solvent is CO (methanol). Run at temperature 22 celsius, time 2 hour. The product is N (ammonia), ClC=1N=C(C=2N=CN([C@H]3[C@H](O)[C@H](O)[C@@H](CO)O3)C2N1)NCC(C1=CC=CC=C1)C1=CC=CC=C1 (2-Chloro-N-(2,2-diphenylethyl)-adenosine). Isolated yield 186.1%. As a reaction SMILES: C([O:9][C@@H:10]1[C@H:14]([O:15]C(=O)C2C=CC=CC=2)[C@@H:13]([CH2:24][O:25]C(=O)C2C=CC=CC=2)[O:12][C@H:11]1[N:34]1[C:57]2[N:56]=[C:55]([Cl:58])[N:54]=[C:38]([NH:39][CH2:40][CH:41]([C:48]3[CH:53]=[CH:52][CH:51]=[CH:50][CH:49]=3)[C:42]3[CH:47]=[CH:46][CH:45]=[CH:44][CH:43]=3)[C:37]=2[N:36]=[CH:35]1)(=O)C1C=CC=CC=1.C(=O)([O-])[O-].[K+].[K+].Cl>CO>[NH3:34].[Cl:58][C:55]1[N:54]=[C:38]([NH:39][CH2:40][CH:41]([C:42]2[CH:47]=[CH:46][CH:45]=[CH:44][CH:43]=2)[C:48]2[CH:53]=[CH:52][CH:51]=[CH:50][CH:49]=2)[C:37]2[N:36]=[CH:35][N:34]([C:57]=2[N:56]=1)[C@@H:11]1[O:12][C@H:13]([CH2:24][OH:25])[C@@H:14]([OH:15])[C@H:10]1[OH:9] |f:1.2.3|. Reported procedure: 2-Chloro-N-(2,2diphenylethyl)-adenosine 2',3',5'-tribenzoate (71.2 g) in methanol (980 ml) was treated with potassium carbonate (52.1 g). The suspension was stirred at 22° C. for 2h. It was then acidified to pH 8 with concentrated hydrochloric acid, evaporated and purified on flash silica (2 kg) eluting with dichloromethane:ethanol:0.880 ammonia (90:10:1) to give the title compound (40.2 g) as a white solid, nmr(δ,DMSO-d6) 3.58 (m,1H), 3.65 (m,1H), 3.84 (br.s,1 H), 4.0 to 4.2 and 4.4 to 4.65 (2m... Reactants: O=Cc1cc(Br)ccc1F, Cl, N#C[Cu], CN(C)C=O, O. Product: N#Cc1ccc(F)c(C=O)c1. RXN SMILES: [Br:1][c:2]1[cH:3][cH:4][c:5]([F:10])[c:6]([CH:7]=[O:8])[cH:9]1.[ClH:19].[Cu:11][C:12]#[N:13].[O:14]=[CH:15][N:16]([CH3:17])[CH3:18].[OH2:20]>>[c:2]1([C:12]#[N:13])[cH:3][cH:4][c:5]([F:10])[c:6]([CH:7]=[O:8])[cH:9]1.